This data is from the Open Reaction Database (ORD), a public repository of structured organic reaction records. The task is: describe an organic reaction: reactants, conditions, products, and yield Reactants: C(C)(=O)[O-].C(C)(=O)[O-].C(CCC)[Sn+2]CCCC (dibutyltin diacetate), C(C)N=C=O (ethyl isocyanate), CC1=NN=C(O1)C1=CC(=CC=2N1N=C(N2)N)C=2C=NC=CC2 (5-(5-methyl-[1,3,4]oxadiazol-2-yl)-7-pyridin-3-yl-[1,2,4]triazolo[1,5-a]pyridin-2-ylamine). Run in C1(=CC=CC=C1)C (toluene). Reaction conditions: temperature 110 celsius. Yields the product C(C)NC(=O)NC1=NN2C(C=C(C=C2C=2OC(=NN2)C)C=2C=NC=CC2)=N1 (N-Ethyl-N′-[5-(5-methyl-1,3,4-oxadiazol-2-yl)-7-pyridin-3-yl[1,2,4]triazolo[1,5-a]pyridin-2-yl]urea). RXN SMILES: [CH3:1][C:2]1[O:6][C:5]([C:7]2[N:12]3[N:13]=[C:14]([NH2:16])[N:15]=[C:11]3[CH:10]=[C:9]([C:17]3[CH:18]=[N:19][CH:20]=[CH:21][CH:22]=3)[CH:8]=2)=[N:4][N:3]=1.C([O-])(=O)C.C([O-])(=O)C.C([Sn+2]CCCC)CCC.[CH2:40]([N:42]=[C:43]=[O:44])[CH3:41]>C1(C)C=CC=CC=1>[CH2:40]([NH:42][C:43]([NH:16][C:14]1[N:15]=[C:11]2[CH:10]=[C:9]([C:17]3[CH:18]=[N:19][CH:20]=[CH:21][CH:22]=3)[CH:8]=[C:7]([C:5]3[O:6][C:2]([CH3:1])=[N:3][N:4]=3)[N:12]2[N:13]=1)=[O:44])[CH3:41] |f:1.2.3|. Procedure: A suspension of the product of Step 3 in toluene (20 mL) containing dibutyltin diacetate (0.1 mL) and ethyl isocyanate (0.2 mL) was heated to 110° C. for 48 h. The suspension was cooled and the precipitate was filtered and washed with toluene to give the tile compound as a solid; m.p. 318-321°. ACPI-MS Found: [M+H]+=365. The reactants are O=S(=O)(O)Cl, ClCCl, CCOc1cc(Cl)ccc1C(=O)O. The product is CCOc1cc(Cl)c(S(=O)(=O)Cl)cc1C(=O)O. Reaction SMILES: [Cl:14][S:15](=[O:16])(=[O:17])[OH:18].[Cl:19][CH2:20][Cl:21].[Cl:1][c:2]1[cH:3][c:4]([O:11][CH2:12][CH3:13])[c:5]([C:6](=[O:7])[OH:8])[cH:9][cH:10]1>>[Cl:1][c:2]1[cH:3][c:4]([O:11][CH2:12][CH3:13])[c:5]([C:6](=[O:7])[OH:8])[cH:9][c:10]1[S:15]([Cl:14])(=[O:16])=[O:17]. The reactants are [O-][n+]1ccccc1Cl, O, O=[N+]([O-])O, O=S(=O)(O)O. The product is O=[N+]([O-])c1cc[n+]([O-])c(Cl)c1. RXN SMILES: [Cl:1][c:2]1[n+:3]([O-:8])[cH:4][cH:5][cH:6][cH:7]1.[OH2:18].[OH:14][N+:15]([O-:16])=[O:17].[S:9](=[O:10])(=[O:11])([OH:12])[OH:13]>>[Cl:1][c:2]1[n+:3]([O-:8])[cH:4][cH:5][c:6]([N+:15](=[O:14])[O-:16])[cH:7]1. Starting materials: CN(C1CCNCC1)C (4-Dimethylaminopiperidine), ClC=1C=C2C=C(NC2=CC1)C(=O)NC(C(=O)O)CC1=CC=CC=C1 (2-[(5-chloro-1H-indole-2-carbonyl)-amino]-3-phenyl-propionic acid). The product is C(C1=CC=CC=C1)C(C(=O)N1CCC(CC1)N(C)C)NC(=O)C=1NC2=CC=C(C=C2C1)Cl (5-Chloro-1H-indole-2-carboxylic acid [1-benzyl-2-(4-dimethylamino-piperidin-1-yl)-2-oxo-ethyl]-amide). As a reaction SMILES: [CH3:1][N:2]([CH3:9])[CH:3]1[CH2:8][CH2:7][NH:6][CH2:5][CH2:4]1.[Cl:10][C:11]1[CH:12]=[C:13]2[C:17](=[CH:18][CH:19]=1)[NH:16][C:15]([C:20]([NH:22][CH:23]([CH2:27][C:28]1[CH:33]=[CH:32][CH:31]=[CH:30][CH:29]=1)[C:24](O)=[O:25])=[O:21])=[CH:14]2>>[CH2:27]([CH:23]([NH:22][C:20]([C:15]1[NH:16][C:17]2[C:13]([CH:14]=1)=[CH:12][C:11]([Cl:10])=[CH:19][CH:18]=2)=[O:21])[C:24]([N:6]1[CH2:7][CH2:8][CH:3]([N:2]([CH3:9])[CH3:1])[CH2:4][CH2:5]1)=[O:25])[C:28]1[CH:29]=[CH:30][CH:31]=[CH:32][CH:33]=1. Reported procedure: 4-Dimethylaminopiperidine (1.0 mmol) and 2-[(5-chloro-1H-indole-2-carbonyl)-amino]-3-phenyl-propionic acid (1.0 mmol) were coupled according to Procedure A. The residue was purified by chromatography on silica gel eluted with 5-30% ethanol in dichloromethane containing 0.5% ammonium hydroxide, followed by trituration with ether: Yield 21 mg, 5%; PBMS 453/455 (MH+, 100%); The reactants are FC1=C(CN(C2=C(C(=CC=C2)[N+](=O)[O-])C)CC2=CC=C(OC=3C=C(C=C(C3)C)O)C=C2)C=CC(=C1)F (3-(4-{[(2,4-difluorobenzyl)(2-methyl-3-nitrophenyl)amino]methyl}phenoxy)-5-methylphenol), C(CO)(=O)OCC (ethyl glycolate). The product is FC1=C(CN(C2=C(C(=CC=C2)[N+](=O)[O-])C)CC2=CC=C(OC=3C=C(OCC(=O)OCC)C=C(C3)C)C=C2)C=CC(=C1)F (ethyl [3-(4-{[(2,4-difluorobenzyl)(2-methyl-3-nitrophenyl)amino]methyl}phenoxy)-5-methylphenoxy]acetate). As a reaction SMILES: [F:1][C:2]1[CH:35]=[C:34]([F:36])[CH:33]=[CH:32][C:3]=1[CH2:4][N:5]([CH2:16][C:17]1[CH:31]=[CH:30][C:20]([O:21][C:22]2[CH:23]=[C:24]([OH:29])[CH:25]=[C:26]([CH3:28])[CH:27]=2)=[CH:19][CH:18]=1)[C:6]1[CH:11]=[CH:10][CH:9]=[C:8]([N+:12]([O-:14])=[O:13])[C:7]=1[CH3:15].[C:37]([O:41][CH2:42][CH3:43])(=[O:40])[CH2:38]O>>[F:1][C:2]1[CH:35]=[C:34]([F:36])[CH:33]=[CH:32][C:3]=1[CH2:4][N:5]([CH2:16][C:17]1[CH:31]=[CH:30][C:20]([O:21][C:22]2[CH:23]=[C:24]([CH:25]=[C:26]([CH3:28])[CH:27]=2)[O:29][CH2:38][C:37]([O:41][CH2:42][CH3:43])=[O:40])=[CH:19][CH:18]=1)[C:6]1[CH:11]=[CH:10][CH:9]=[C:8]([N+:12]([O-:14])=[O:13])[C:7]=1[CH3:15]. Procedure: The product from Example 89E and ethyl glycolate were processed as described in Example 62A to provide the title compound.